Dataset: the Open Reaction Database (ORD), a public repository of structured organic reaction records. Task: describe an organic reaction: reactants, conditions, products, and yield Reactants: ClC1=CC=C(C=C1)C1=NC2=C(N1C(CO)C1CCCC1)C=C(C(=C2)F)F (2-[2-(4-chloro-phenyl)-5,6-difluoro-benzoimidazol-1-yl]-2-cyclopentyl-ethanol), CC=1C=C(C#N)C=C(C1O)C (3,5-dimethyl-4-hydroxybenzonitrile), N′N′N′N-tetramethylazodicarboxamide. Product: ClC1=CC=C(C=C1)C1=NC2=C(N1C(COC1=C(C=C(C#N)C=C1C)C)C1CCCC1)C=C(C(=C2)F)F (4-{2-[2-(4-Chloro-phenyl)-5,6-difluoro-benzoimidazol-1-yl]-2-cyclopentyl-ethoxy}-3,5-dimethyl-benzonitrile). As a reaction SMILES: [Cl:1][C:2]1[CH:7]=[CH:6][C:5]([C:8]2[N:12]([CH:13]([CH:16]3[CH2:20][CH2:19][CH2:18][CH2:17]3)[CH2:14][OH:15])[C:11]3[CH:21]=[C:22]([F:26])[C:23]([F:25])=[CH:24][C:10]=3[N:9]=2)=[CH:4][CH:3]=1.[CH3:27][C:28]1[CH:29]=[C:30]([CH:33]=[C:34]([CH3:37])[C:35]=1O)[C:31]#[N:32]>>[Cl:1][C:2]1[CH:7]=[CH:6][C:5]([C:8]2[N:12]([CH:13]([CH:16]3[CH2:17][CH2:18][CH2:19][CH2:20]3)[CH2:14][O:15][C:35]3[C:34]([CH3:37])=[CH:33][C:30]([C:31]#[N:32])=[CH:29][C:28]=3[CH3:27])[C:11]3[CH:21]=[C:22]([F:26])[C:23]([F:25])=[CH:24][C:10]=3[N:9]=2)=[CH:4][CH:3]=1. Reported procedure: The title compound was prepared in analogy to Example 4, intermediate, from 2-[2-(4-chloro-phenyl)-5,6-difluoro-benzoimidazol-1-yl]-2-cyclopentyl-ethanol, 3,5-dimethyl-4-hydroxybenzonitrile (commercially available), tri-n-butylposphine and N′N′N′N-tetramethylazodicarboxamide. The compound was purified by silica gel chromatography using a MPLC system (CombiFlash Companion, Isco Inc.) eluting with a gradient of n-heptane:ethyl acetate (100:0 to 60:40). The product containing fractions were pooled ... The reactants are N(N)C(=O)C1=CC2=C(NN=C2NC(C2=CC=C(C=C2)N2CCN(CC2)C)=O)S1 (N-(5-Hydrazinocarbonyl-1H-thieno[2,3-c]pyrazol-3-yl)-4-(4-methylpiperazin-1-yl)-benzamide), C(C)O (ethanol), C(C1=CC=CC=C1)=O (benzaldehyde), Cl (hydrochloric acid). The reagents and catalysts are Cl (hydrochloric acid). Solvent: O1CCCC1 (tetrahydrofuran). Conditions: temperature 50 celsius, time 3 hour. The product is C(C1=CC=CC=C1)=NNC(=O)C1=CC2=C(NN=C2NC(C2=CC=C(C=C2)N2CCN(CC2)C)=O)S1 (N-[5-(Benzylidenehydrazinocarbonyl)-1H-thieno[2,3-c]pyrazol-3-yl]-4-(4-methylpiperazin-1-yl)benzamide), solid. Isolated yield 16.0%. RXN SMILES: [NH:1]([C:3]([C:5]1[S:28][C:8]2[NH:9][N:10]=[C:11]([NH:12][C:13](=[O:27])[C:14]3[CH:19]=[CH:18][C:17]([N:20]4[CH2:25][CH2:24][N:23]([CH3:26])[CH2:22][CH2:21]4)=[CH:16][CH:15]=3)[C:7]=2[CH:6]=1)=[O:4])[NH2:2].C(O)C.[CH:32](=O)[C:33]1[CH:38]=[CH:37][CH:36]=[CH:35][CH:34]=1.Cl>Cl.O1CCCC1>[CH:32](=[N:2][NH:1][C:3]([C:5]1[S:28][C:8]2[NH:9][N:10]=[C:11]([NH:12][C:13](=[O:27])[C:14]3[CH:15]=[CH:16][C:17]([N:20]4[CH2:21][CH2:22][N:23]([CH3:26])[CH2:24][CH2:25]4)=[CH:18][CH:19]=3)[C:7]=2[CH:6]=1)=[O:4])[C:33]1[CH:38]=[CH:37][CH:36]=[CH:35][CH:34]=1. Procedure: N-(5-Hydrazinocarbonyl-1H-thieno[2,3-c]pyrazol-3-yl)-4-(4-methylpiperazin-1-yl)-benzamide (0.150 g, 0.318 mmol, 1 eq.), ethanol (1 mL) and, by syringe, benzaldehyde (0.048 mL, 0.47 mmol, 1.3 eq.) are placed in a dry 5 mL round-bottomed flask under argon. Two drops of 5 N hydrochloric acid are added to the suspension. The reaction mixture is stirred at a temperature in the region of 50° C. for 3 hours, the solvent is then evaporated off and the residue is placed directly on a column of neutralize... The reactants are CN(C1=NC(=CC(=N1)C(F)(F)F)O)C (2-dimethylamino-4-trifluoromethyl-6-hydroxypyrimidine), C([O-])([O-])=O.[K+].[K+] (potassium carbonate), C(C)OP(OCC)(=O)Cl (Diethylphosphorochloridate). The solvent is C(C)(=O)OCC (ethyl acetate). Run at temperature 40 celsius. Product: P(=O)(OCC)(OCC)OC1=CC(=NC(=N1)N(C)C)C(F)(F)F (O,O-diethyl 2-dimethylamino-4-trifluoromethylpyrimidin-6-yl phosphate). As a reaction SMILES: [CH3:1][N:2]([CH3:14])[C:3]1[N:8]=[C:7]([C:9]([F:12])([F:11])[F:10])[CH:6]=[C:5]([OH:13])[N:4]=1.C(=O)([O-])[O-].[K+].[K+].[CH2:21]([O:23][P:24](Cl)(=[O:28])[O:25][CH2:26][CH3:27])[CH3:22]>C(OCC)(=O)C>[P:24]([O:13][C:5]1[N:4]=[C:3]([N:2]([CH3:14])[CH3:1])[N:8]=[C:7]([C:9]([F:10])([F:12])[F:11])[CH:6]=1)([O:25][CH2:26][CH3:27])([O:23][CH2:21][CH3:22])=[O:28] |f:1.2.3|. Procedure details: A mixture of 2-dimethylamino-4-trifluoromethyl-6-hydroxypyrimidine (3.1 G), anhydrous potassium carbonate (2.8 g), and dry ethyl acetate (50 ml) was refluxed together for 1 hour and then cooled to about 40° C. Diethylphosphorochloridate (2.54 g) was then added dropwise to the stirred mixture and when the addition was complete the mixture was refluxed for 16 hours, after which it was allowed to cool to the ambient temperature. After filtration to remove the solids present, the filtrate was washed... Starting materials: C[Si](Cl)(C(C)(C)C)C (dimethyl-tert-butylchlorosilane), ClCCCCCCO (6-chlorohexan-1-ol), N1C=NC=C1 (imidazole). Run in CN(C=O)C (dimethylformamide). Conditions: time 3 day. Yields the product ClCCCCCCO[Si](C(C)(C)C)(C)C (6-chlorohexyloxy-dimethyl-tert-butylsilane). RXN SMILES: [CH3:1][Si:2]([CH3:8])([C:4]([CH3:7])([CH3:6])[CH3:5])Cl.[Cl:9][CH2:10][CH2:11][CH2:12][CH2:13][CH2:14][CH2:15][OH:16].N1C=CN=C1>CN(C)C=O>[Cl:9][CH2:10][CH2:11][CH2:12][CH2:13][CH2:14][CH2:15][O:16][Si:2]([CH3:8])([CH3:1])[C:4]([CH3:7])([CH3:6])[CH3:5]. Reported procedure: To 33 g. of dimethyl-tert-butylchlorosilane in 100 ml. of dimethylformamide is added 27 g. of 6-chlorohexan-1-ol and 340 g. of imidazole. The reaction mixture is allowed to stand at room temperature for 3 days to yield 6-chlorohexyloxy-dimethyl-tert-butylsilane, which is worked up by pouring into water, extracting with ether, washing with water, drying over calcium sulfate, removing the solvent by evaporation and purifying by distillation.